The task is: describe an organic reaction: reactants, conditions, products, and yield. This data is from the Open Reaction Database (ORD), a public repository of structured organic reaction records. Reactants: CC(C)([O-])C.[K+] (potassium tert-butoxide), [Cl-].NC(=[NH2+])N (guanidinium chloride), FC1=C2C(N(C(C2=C(C=C1)F)CC(=O)OCC)CC(C)C)=O (ethyl (4,7-difluoro-2-isobutyl-3-oxo-2,3-dihydro-1H-isoindol-1-yl)acetate). Reaction conditions: temperature 20 celsius, time 20 hour. The product is FC1=C2C(N(C(C2=C(C=C1)F)CC(=O)NC(=N)N)CC(C)C)=O (N-[(4,7-difluoro-2-isobutyl-3-oxo-2,3-dihydro-1H-isoindol-1-yl)acetyl]-guanidine). Yield: 10.3%. RXN SMILES: CC(C)([O-])C.[K+].[Cl-].[NH2:8][C:9]([NH2:11])=[NH2+:10].[F:12][C:13]1[CH:21]=[CH:20][C:19]([F:22])=[C:18]2[C:14]=1[C:15](=[O:33])[N:16]([CH2:29][CH:30]([CH3:32])[CH3:31])[CH:17]2[CH2:23][C:24](OCC)=[O:25]>>[F:12][C:13]1[CH:21]=[CH:20][C:19]([F:22])=[C:18]2[C:14]=1[C:15](=[O:33])[N:16]([CH2:29][CH:30]([CH3:31])[CH3:32])[CH:17]2[CH2:23][C:24]([NH:10][C:9]([NH2:11])=[NH:8])=[O:25] |f:0.1,2.3|. Reported procedure: N-[(4,7-Difluoro-2-isobutyl-3-oxo-2,3-dihydro-1H-isoindol-1-yl)acetyl]guanidine is prepared as described in Example 1, starting with 2.68 g of potassium tert-butoxide, 2.74 g of guanidinium chloride and 1.49 g of ethyl (4,7-difluoro-2-isobutyl-3-oxo-2,3-dihydro-1H-isoindol-1-yl)acetate. The reaction mixture is stirred at a temperature in the region of 20° C. for 20 hours and is then filtered. The filtrate is taken up in 80 cm3 of water and 120 cm3 of ethyl acetate. After separation of the phases... Starting materials: COC(=O)CCC1C(O[Si](C)(C)C(C)(C)C)COC1c1cccnc1, CO, [Na+], [OH-]. The product is CC(C)(C)[Si](C)(C)OC1COC(c2cccnc2)C1CCC(=O)O. As a reaction SMILES: [C:1]([CH3:2])([CH3:3])([CH3:4])[Si:5]([O:6][CH:7]1[CH:8]([CH2:18][CH2:19][C:20](=[O:21])[O:22][CH3:23])[CH:9]([c:12]2[cH:13][n:14][cH:15][cH:16][cH:17]2)[O:10][CH2:11]1)([CH3:24])[CH3:25].[CH3:28][OH:29].[Na+:27].[OH-:26]>>[C:1]([CH3:2])([CH3:3])([CH3:4])[Si:5]([O:6][CH:7]1[CH:8]([CH2:18][CH2:19][C:20](=[O:21])[OH:22])[CH:9]([c:12]2[cH:13][n:14][cH:15][cH:16][cH:17]2)[O:10][CH2:11]1)([CH3:24])[CH3:25]. Starting materials: CC(=O)C (acetone), OC1=C(C=O)C=CC=C1 (hydroxyl benzaldehyde), hexanes dichloromethane, OC1=C(C=O)C=CC=C1 (hydroxylbenzaldehyde), [OH-].[Na+] (NaOH). Run in C(Cl)Cl (CH2Cl2), C(C)O (ethanol), CN(C)C=O (DMF). Reaction conditions: time 4 hour. The product is OC(=CC(C=CC1=CC=CC=C1)=O)C1=CC=CC=C1 (hydroxyl 1,5-diphenyl-penta-1,4-dien-3-one). As a reaction SMILES: O[C:2]1[CH:9]=[CH:8][CH:7]=[CH:6][C:3]=1[CH:4]=[O:5].[CH3:10][C:11]([CH3:13])=[O:12].[OH-].[Na+]>CN(C=O)C.C(O)C.C(Cl)Cl>[OH:5][C:4]([C:3]1[CH:6]=[CH:7][CH:8]=[CH:9][CH:2]=1)=[CH:10][C:11](=[O:12])[CH:13]=[CH:4][C:3]1[CH:6]=[CH:7][CH:8]=[CH:9][CH:2]=1 |f:2.3|. Reported procedure: To a solution of hydroxyl benzaldehyde in DMF was added K2CO3 (2 eq. each hydroxyl group) at 4° C. in an ice-bath and methyl chloromethyl ether (MOM chloride) (1.3 eq. each hydroxyl group). After the solution was stirred at room temperature and monitored by TLC for 3-5 hours, hexanes/dichloromethane (1:1) was added and allowed to stir for 30 min. The solid was filtered out and the filtrate was concentrated. The resulting residue was diluted with EtOAc and washed with H2O twice. The aqueous layer... The reactants are C1CCOC1, CCOCC, CC(C)O, COc1cnc(Cl)nc1Nc1ccccc1C(N)=O, Cl, Nc1cccc(CCN2CCOCC2)c1. The product is COc1cnc(Nc2cccc(CCN3CCOCC3)c2)nc1Nc1ccccc1C(N)=O. As a reaction SMILES: [CH2:40]1[O:41][CH2:42][CH2:43][CH2:44]1.[CH2:45]([O:46][CH2:47][CH3:48])[CH3:49].[CH:36]([OH:37])([CH3:38])[CH3:39].[Cl:17][c:18]1[n:19][cH:20][c:21]([O:34][CH3:35])[c:22]([NH:24][c:25]2[c:26]([C:27](=[O:28])[NH2:29])[cH:30][cH:31][cH:32][cH:33]2)[n:23]1.[ClH:16].[O:1]1[CH2:2][CH2:3][N:4]([CH2:7][CH2:8][c:9]2[cH:10][c:11]([NH2:12])[cH:13][cH:14][cH:15]2)[CH2:5][CH2:6]1>>[O:1]1[CH2:2][CH2:3][N:4]([CH2:7][CH2:8][c:9]2[cH:10][c:11]([NH:12][c:18]3[n:19][cH:20][c:21]([O:34][CH3:35])[c:22]([NH:24][c:25]4[c:26]([C:27](=[O:28])[NH2:29])[cH:30][cH:31][cH:32][cH:33]4)[n:23]3)[cH:13][cH:14][cH:15]2)[CH2:5][CH2:6]1.